This data is from the Open Reaction Database (ORD), a public repository of structured organic reaction records. The task is: describe an organic reaction: reactants, conditions, products, and yield Isolated yield 82.0%. Reagents/catalysts: [Pd] (palladium-on-charcoal). The product is 14.93, NC1=C(C=C(C=C1)C(=O)C1=CC=CC=C1)COC1OCCCC1 ([4-amino-3-[[(tetrahydro-2H-pyran-2-yl)oxy]methy]phenyl] phenylmethanone). As a reaction SMILES: [N+:1]([C:4]1[CH:9]=[CH:8][C:7]([C:10]([C:12]2[CH:17]=[CH:16][CH:15]=[CH:14][CH:13]=2)=[O:11])=[CH:6][C:5]=1[CH2:18][O:19][CH:20]1[CH2:25][CH2:24][CH2:23][CH2:22][O:21]1)([O-])=O.S1C=CC=C1.O1CCCC1>CO.[Pd]>[NH2:1][C:4]1[CH:9]=[CH:8][C:7]([C:10]([C:12]2[CH:17]=[CH:16][CH:15]=[CH:14][CH:13]=2)=[O:11])=[CH:6][C:5]=1[CH2:18][O:19][CH:20]1[CH2:25][CH2:24][CH2:23][CH2:22][O:21]1. Reported procedure: A mixture of 20 parts of intermediate 56, namely [4-nitro-3-[[(tetrahydro-2H-pyran-2-yl)oxy]methyl]phenyl] phenylmethanone, 2 parts of a solution of thiophene in methanol 4% and 395 parts of methanol was hydrogenated overnight at normal pressure and room temperature with 2 parts of palladium-on-charcoal catalyst 10%. Tetrahydrofuran was added to dissolve the precipitated reaction product. The catalyst was filtered off and the filtrate was evaporated. The residue was recrystallized from methanol.... Solvent: CO (methanol), CO (methanol). Reactants: 20, intermediate 56, [N+](=O)([O-])C1=C(C=C(C=C1)C(=O)C1=CC=CC=C1)COC1OCCCC1 ([4-nitro-3-[[(tetrahydro-2H-pyran-2-yl)oxy]methyl]phenyl] phenylmethanone), S1C=CC=C1 (thiophene), O1CCCC1 (Tetrahydrofuran). The reactants are COc1ccc(C(=O)CBr)cc1F, CCc1cc2c(=O)[nH]c(=O)n(Cc3ccc(-c4ccccc4C#N)cc3F)c2s1, CN(C)C=O, CCOC(C)=O, [H-], [Na+]. Product: CCc1cc2c(=O)n(CC(=O)c3ccc(OC)c(F)c3)c(=O)n(Cc3ccc(-c4ccccc4C#N)cc3F)c2s1. As a reaction SMILES: [Br:30][CH2:31][C:32](=[O:33])[c:34]1[cH:35][c:36]([F:42])[c:37]([O:40][CH3:41])[cH:38][cH:39]1.[CH2:1]([CH3:2])[c:3]1[cH:4][c:5]2[c:6]([n:7]([CH2:13][c:14]3[c:15]([F:28])[cH:16][c:17](-[c:20]4[c:21]([C:26]#[N:27])[cH:22][cH:23][cH:24][cH:25]4)[cH:18][cH:19]3)[c:8](=[O:12])[nH:9][c:10]2=[O:11])[s:29]1.[CH3:43][N:44]([CH3:45])[CH:46]=[O:47].[CH3:50][CH2:51][O:52][C:53](=[O:54])[CH3:55].[H-:48].[Na+:49]>>[CH2:1]([CH3:2])[c:3]1[cH:4][c:5]2[c:6]([n:7]([CH2:13][c:14]3[c:15]([F:28])[cH:16][c:17](-[c:20]4[c:21]([C:26]#[N:27])[cH:22][cH:23][cH:24][cH:25]4)[cH:18][cH:19]3)[c:8](=[O:12])[n:9]([CH2:31][C:32](=[O:33])[c:34]3[cH:35][c:36]([F:42])[c:37]([O:40][CH3:41])[cH:38][cH:39]3)[c:10]2=[O:11])[s:29]1. Starting materials: C(CCCCCCCCCC)C=1C=NC(=NC1)C1=CC=C(C=C1)O (4-(5-undecyl-pyrimidin-2-yl)phenol), C(C)C1C=C(CC1)C(=O)O (3-ethyl-1-cyclopentene-1-carboxylic acid), C1(CCCCC1)N=C=NC1CCCCC1 (dicyclohexylcarbodiimide). Run in ClCCl (dichloromethane). Yields the product C(C)C1C=C(CC1)C(=O)OC1=CC=C(C=C1)C1=NC=C(C=N1)CCCCCCCCCCC (4-(5-Undecyl-pyrimidin-2-yl)phenyl 3-ethyl-1-cyclopentene-1-carboxylate). Reaction SMILES: [CH2:1]([C:12]1[CH:13]=[N:14][C:15]([C:18]2[CH:23]=[CH:22][C:21]([OH:24])=[CH:20][CH:19]=2)=[N:16][CH:17]=1)[CH2:2][CH2:3][CH2:4][CH2:5][CH2:6][CH2:7][CH2:8][CH2:9][CH2:10][CH3:11].[CH2:25]([CH:27]1[CH2:31][CH2:30][C:29]([C:32](O)=[O:33])=[CH:28]1)[CH3:26].C1(N=C=NC2CCCCC2)CCCCC1>ClCCl>[CH2:25]([CH:27]1[CH2:31][CH2:30][C:29]([C:32]([O:24][C:21]2[CH:20]=[CH:19][C:18]([C:15]3[N:16]=[CH:17][C:12]([CH2:1][CH2:2][CH2:3][CH2:4][CH2:5][CH2:6][CH2:7][CH2:8][CH2:9][CH2:10][CH3:11])=[CH:13][N:14]=3)=[CH:23][CH:22]=2)=[O:33])=[CH:28]1)[CH3:26]. Reported procedure: 4.9 g of 4-(5-undecyl-pyrimidin-2-yl)phenol, 1.5 g of 3-ethyl-1-cyclopentene-1-carboxylic acid and 2.1 g of dicyclohexylcarbodiimide are stirred for 24 h in 50 ml of dichloromethane at room temperature. Filtration, removal of the dichloromethane by distillation, purification by chromatography (silica gel; dichloromethane/heptane) and recrystallization from acetonitrile affords the target compound. The reactants are ClC=1C=C(C2=C(CCO2)C1)C(CC(C(F)(F)F)(O)CC1=CC2=NC(=CC=C2N1)CO)(C)C (4-(5-chloro-2,3-dihydrobenzofuran-7-yl)-1,1,1-trifluoro-2-(5-hydroxymethyl-1H-pyrrolo[3,2-b]pyridin-2-ylmethyl)-4-methylpentan-2-ol). Reagents/catalysts: [O-2].[Mn+4].[O-2] (manganese (IV) oxide). Solvent: CC(=O)C (acetone). Conditions: time 1 hour. Product: ClC=1C=C(C2=C(CCO2)C1)C(CC(CC1=CC2=NC(=CC=C2N1)C=O)(C(F)(F)F)O)(C)C (2-[4-(5-Chloro-2,3-dihydrobenzofuran-7-yl)-2-hydroxy-4-methyl-2-trifluoromethylpentyl]-1H-pyrrolo[3,2-b]pyridine-5-carbaldehyde). Yield: 71.2%. RXN SMILES: [Cl:1][C:2]1[CH:3]=[C:4]([C:11]([CH3:32])([CH3:31])[CH2:12][C:13]([CH2:19][C:20]2[NH:28][C:27]3[C:22](=[N:23][C:24]([CH2:29][OH:30])=[CH:25][CH:26]=3)[CH:21]=2)([OH:18])[C:14]([F:17])([F:16])[F:15])[C:5]2[O:9][CH2:8][CH2:7][C:6]=2[CH:10]=1>CC(C)=O.[O-2].[Mn+4].[O-2]>[Cl:1][C:2]1[CH:3]=[C:4]([C:11]([CH3:32])([CH3:31])[CH2:12][C:13]([OH:18])([C:14]([F:17])([F:16])[F:15])[CH2:19][C:20]2[NH:28][C:27]3[C:22](=[N:23][C:24]([CH:29]=[O:30])=[CH:25][CH:26]=3)[CH:21]=2)[C:5]2[O:9][CH2:8][CH2:7][C:6]=2[CH:10]=1 |f:2.3.4|. Procedure details: To a solution of alcohol of Example 93 (0.882 g, 1.88 mmol) in 25 mL of acetone was added manganese (IV) oxide (3.99 g, 9.41 mmol). The black suspension was stirred at room temperature for 1 hour. The solution was filtered through diatomaceous earth and the acetone was evaporated in vacuo to give the title compound (0.625 g, 74.0% yield) as a yellow foam. RXN SMILES: Br[CH2:2][CH:3]([OH:8])[C:4]([F:7])([F:6])[F:5].[Br:9][C:10]1[CH:11]=[CH:12][C:13]([OH:33])=[C:14]([CH:32]=1)[CH2:15][N:16]([C:19]1[N:24]=[N:23][C:22]([C:25]([O:27][CH2:28][CH2:29][CH2:30][CH3:31])=[O:26])=[CH:21][CH:20]=1)[CH2:17][CH3:18]>>[Br:9][C:10]1[CH:11]=[CH:12][C:13]([O:33][CH2:2][CH:3]([OH:8])[C:4]([F:7])([F:6])[F:5])=[C:14]([CH:32]=1)[CH2:15][N:16]([C:19]1[N:24]=[N:23][C:22]([C:25]([O:27][CH2:28][CH2:29][CH2:30][CH3:31])=[O:26])=[CH:21][CH:20]=1)[CH2:17][CH3:18]. Reported procedure: The title compound was prepared by reacting 3-bromo-1,1,1-trifluoropropan-2-ol and butyl 6-[N-(5-bromo-2-hydroxybenzyl)-N-ethylamino]pyridazine-3-carboxylate using a similar method to that of reference example 4. Reactants: BrCC(C(F)(F)F)O (3-bromo-1,1,1-trifluoropropan-2-ol), BrC=1C=CC(=C(CN(CC)C2=CC=C(N=N2)C(=O)OCCCC)C1)O (butyl 6-[N-(5-bromo-2-hydroxybenzyl)-N-ethylamino]pyridazine-3-carboxylate). Product: BrC=1C=CC(=C(CN(CC)C2=CC=C(N=N2)C(=O)OCCCC)C1)OCC(C(F)(F)F)O (n-Butyl 6-[N-(5-bromo-2-(2-hydroxy-3,3,3-trifluoropropoxy)benzyl)-N-ethylamino]pyridazine-3-carboxylate).